From a dataset of the Open Reaction Database (ORD), a public repository of structured organic reaction records. describe an organic reaction: reactants, conditions, products, and yield Starting materials: Cl (hydrochloric acid), C(C)OC(C(C)OC1=CC(=CC(=C1)C(F)(F)F)C(F)(F)F)=O (ethyl-2-[3,5-bis-(trifluoromethyl)phenoxy]propionate), aqueous solution, [OH-].[Na+] (sodium hydroxide). Run at temperature 5 celsius, time 1 hour. Isolated yield 97.0%. Product: FC(C=1C=C(OC(C(=O)O)C)C=C(C1)C(F)(F)F)(F)F (2-[3,5-bis(trifluoromethyl)phenoxy]propionic acid). RXN SMILES: C([O:3][C:4](=[O:22])[CH:5]([O:7][C:8]1[CH:13]=[C:12]([C:14]([F:17])([F:16])[F:15])[CH:11]=[C:10]([C:18]([F:21])([F:20])[F:19])[CH:9]=1)[CH3:6])C.[OH-].[Na+].Cl>O.C(O)C>[F:15][C:14]([F:16])([F:17])[C:12]1[CH:13]=[C:8]([CH:9]=[C:10]([C:18]([F:21])([F:20])[F:19])[CH:11]=1)[O:7][CH:5]([CH3:6])[C:4]([OH:22])=[O:3] |f:1.2|. The solvent is O (water), O (water), C(C)O (ethyl alcohol). Reported procedure: A stirred charge containing 0.05 mole of ethyl-2-[3,5-bis-(trifluoromethyl)phenoxy]propionate, 150 ml of ethyl alcohol, 8 g (0.1 mole) of 50% aqueous solution of sodium hydroxide and 25 ml of water was heated at reflux for 5 hours and at 25°-30° C. for 18 hours. After cooling to 5° C. 800 ml of water containing 15 g (0.15 mole) of concentrated hydrochloric acid was added slowly. After stirring at 0°-10° C. for one hour, the resulting solid was collected by filtration, washed with cold water and ... Reactants: CO, ClCCc1c[nH]c2ncccc12, [I-], N, [Na+]. Product: NCCc1c[nH]c2ncccc12. RXN SMILES: [CH3:16][OH:17].[Cl:1][CH2:2][CH2:3][c:4]1[cH:5][nH:6][c:7]2[n:8][cH:9][cH:10][cH:11][c:12]12.[I-:14].[NH3:15].[Na+:13]>>[CH2:2]([CH2:3][c:4]1[cH:5][nH:6][c:7]2[n:8][cH:9][cH:10][cH:11][c:12]12)[NH2:15]. Starting materials: CC1(N2Cc3c(OCc4ccc(CBr)cc4)cccc3C2=O)CCC(=O)NC1=O, C1COCCN1, CC#N, CCN(C(C)C)C(C)C. The product is CC1(N2Cc3c(OCc4ccc(CN5CCOCC5)cc4)cccc3C2=O)CCC(=O)NC1=O. Reaction SMILES: [Br:1][CH2:2][c:3]1[cH:4][cH:5][c:6]([CH2:7][O:8][c:9]2[c:10]3[c:14]([cH:15][cH:16][cH:17]2)[C:13](=[O:18])[N:12]([C:19]2([CH3:27])[C:20](=[O:26])[NH:21][C:22](=[O:25])[CH2:23][CH2:24]2)[CH2:11]3)[cH:28][cH:29]1.[CH2:30]1[CH2:31][O:32][CH2:33][CH2:34][NH:35]1.[CH3:45][C:46]#[N:47].[CH:36]([N:37]([CH2:38][CH3:39])[CH:40]([CH3:41])[CH3:42])([CH3:43])[CH3:44]>>[CH2:2]([c:3]1[cH:4][cH:5][c:6]([CH2:7][O:8][c:9]2[c:10]3[c:14]([cH:15][cH:16][cH:17]2)[C:13](=[O:18])[N:12]([C:19]2([CH3:27])[C:20](=[O:26])[NH:21][C:22](=[O:25])[CH2:23][CH2:24]2)[CH2:11]3)[cH:28][cH:29]1)[N:35]1[CH2:30][CH2:31][O:32][CH2:33][CH2:34]1. Yields the product CC1=NN(C=C1C(=O)OC)C1=CC=C(C=C1)OC(F)(F)F (methyl 3-methyl-1-[4-(trifluoromethoxy)phenyl]-1H-pyrazole-4-carboxylate). The yield is 26.8%. Reactants: CC1=NNC=C1C(=O)OC (methyl 3-methyl-1H-pyrazole-4-carboxylate), FC(OC1=CC=C(C=C1)B(O)O)(F)F (4-trifluoromethoxyphenylboronic acid). Reported procedure: Using methyl 3-methyl-1H-pyrazole-4-carboxylate (6.8 g) synthesized in Example 1(3) and 4-trifluoromethoxyphenylboronic acid (20.0 g) and in the same manner as in Example 17(1), the title object compound (3.9 g, 27%) was obtained as a white solid. RXN SMILES: [CH3:1][C:2]1[C:6]([C:7]([O:9][CH3:10])=[O:8])=[CH:5][NH:4][N:3]=1.[F:11][C:12]([F:24])([F:23])[O:13][C:14]1[CH:19]=[CH:18][C:17](B(O)O)=[CH:16][CH:15]=1>>[CH3:1][C:2]1[C:6]([C:7]([O:9][CH3:10])=[O:8])=[CH:5][N:4]([C:17]2[CH:16]=[CH:15][C:14]([O:13][C:12]([F:11])([F:23])[F:24])=[CH:19][CH:18]=2)[N:3]=1. Starting materials: CC(C)(C)[O-], [Cl-], CCOC(=O)CC1CCC(CN(CC)c2cccnc2CCl)CC1, CC1NC(=O)OC1c1cc(C(F)(F)F)cc(C(F)(F)F)c1, [K+], [NH4+], CN(C)C=O, O. Yields the product CCOC(=O)CC1CCC(CN(CC)c2cccnc2CN2C(=O)OC(c3cc(C(F)(F)F)cc(C(F)(F)F)c3)C2C)CC1. RXN SMILES: [CH3:1][C:2]([CH3:3])([O-:4])[CH3:5].[Cl-:52].[Cl:28][CH2:29][c:30]1[n:31][cH:32][cH:33][cH:34][c:35]1[N:36]([CH2:37][CH3:38])[CH2:39][CH:40]1[CH2:41][CH2:42][CH:43]([CH2:46][C:47](=[O:48])[O:49][CH2:50][CH3:51])[CH2:44][CH2:45]1.[F:7][C:8]([c:9]1[cH:10][c:11]([CH:19]2[CH:20]([CH3:25])[NH:21][C:22](=[O:24])[O:23]2)[cH:12][c:13]([C:15]([F:16])([F:17])[F:18])[cH:14]1)([F:26])[F:27].[K+:6].[NH4+:53].[O:54]=[CH:55][N:56]([CH3:57])[CH3:58].[OH2:59]>>[F:7][C:8]([c:9]1[cH:10][c:11]([CH:19]2[CH:20]([CH3:25])[N:21]([CH2:29][c:30]3[n:31][cH:32][cH:33][cH:34][c:35]3[N:36]([CH2:37][CH3:38])[CH2:39][CH:40]3[CH2:41][CH2:42][CH:43]([CH2:46][C:47](=[O:48])[O:49][CH2:50][CH3:51])[CH2:44][CH2:45]3)[C:22](=[O:24])[O:23]2)[cH:12][c:13]([C:15]([F:16])([F:17])[F:18])[cH:14]1)([F:26])[F:27]. The reactants are C([O-])([O-])=O.[Cs+].[Cs+] (Cesium carbonate), FC1=C(C=CC(=C1)OC)O (2-fluoro-4-methoxyphenol), BrC1=C(C(=O)O)C=C(C=C1)Br (2,5-dibromobenzoic acid), CCOC(=O)C (EtOAc). The solvent is C1(=CC=CC=C1)C (toluene), C1(=CC=CC=C1)C (toluene). Reaction conditions: time 10 minute. The product is BrC=1C=CC(=C(C(=O)O)C1)OC1=C(C=C(C=C1)OC)F (5-bromo-2-(2-fluoro-4-methoxyphenoxy)benzoic acid). RXN SMILES: [F:1][C:2]1[CH:7]=[C:6]([O:8][CH3:9])[CH:5]=[CH:4][C:3]=1[OH:10].Br[C:12]1[CH:20]=[CH:19][C:18]([Br:21])=[CH:17][C:13]=1[C:14]([OH:16])=[O:15].CCOC(C)=O.C(=O)([O-])[O-].[Cs+].[Cs+]>C1(C)C=CC=CC=1>[Br:21][C:18]1[CH:19]=[CH:20][C:12]([O:10][C:3]2[CH:4]=[CH:5][C:6]([O:8][CH3:9])=[CH:7][C:2]=2[F:1])=[C:13]([CH:17]=1)[C:14]([OH:16])=[O:15] |f:3.4.5|. Procedure: A three-neck RBF equipped with a reflux condenser and overhead stirrer was charged with 2-fluoro-4-methoxyphenol (14.24 g, 100 mmol), 2,5-dibromobenzoic acid (25.5 g, 91 mmol), EtOAc (0.446 mL, 4.55 mmol), copper (I) triflate toluene complex (2:1) (0.484 g, 2.27 mmol) and toluene (300 mL). Cesium carbonate (59.4 g, 182 mmol) was carefully added portion-wise. The mixture was stirred for 10 minutes at RT then heated at 95° C. for 3 hours. The toluene was cooled to RT then extracted twice with 300 ... Starting materials: [Al+3], CCCCCCCCCCCCCCCc1ccccc1, CC(=O)Cl, [Cl-], [Cl-], [Cl-], ClCCl. Yields the product CCCCCCCCCCCC(CCCc1ccccc1)C(C)=O. Reaction SMILES: [Al+3:2].[CH2:9]([CH2:10][CH2:11][CH2:12][CH2:13][CH2:14][CH2:15][CH2:16][CH2:17][CH2:18][CH2:19][CH2:20][CH2:21][CH2:22][CH3:23])[c:24]1[cH:25][cH:26][cH:27][cH:28][cH:29]1.[CH3:5][C:6]([Cl:7])=[O:8].[Cl-:1].[Cl-:3].[Cl-:4].[Cl:30][CH2:31][Cl:32]>>[CH3:5][C:6](=[O:8])[CH:12]([CH2:11][CH2:10][CH2:9][c:24]1[cH:25][cH:26][cH:27][cH:28][cH:29]1)[CH2:13][CH2:14][CH2:15][CH2:16][CH2:17][CH2:18][CH2:19][CH2:20][CH2:21][CH2:22][CH3:23].